This data is from the Open Reaction Database (ORD), a public repository of structured organic reaction records. The task is: describe an organic reaction: reactants, conditions, products, and yield Starting materials: Cc1cc(Br)cc([N+](=O)[O-])c1NC(=O)CC(C)(C)C, CC(=O)O, [Na+], [Na+], O=C([O-])[O-], C1CCOC1, [Zn]. Product: Cc1cc(Br)cc(N)c1NC(=O)CC(C)(C)C. RXN SMILES: [Br:1][c:2]1[cH:3][c:4]([CH3:19])[c:5]([NH:11][C:12]([CH2:13][C:14]([CH3:15])([CH3:16])[CH3:17])=[O:18])[c:6]([N+:8]([O-:9])=[O:10])[cH:7]1.[CH3:31][C:32](=[O:33])[OH:34].[Na+:20].[Na+:21].[O-:22][C:23](=[O:24])[O-:25].[O:26]1[CH2:27][CH2:28][CH2:29][CH2:30]1.[Zn:35]>>[Br:1][c:2]1[cH:3][c:4]([CH3:19])[c:5]([NH:11][C:12]([CH2:13][C:14]([CH3:15])([CH3:16])[CH3:17])=[O:18])[c:6]([NH2:8])[cH:7]1. Isolated yield 61.3%. The product is COC1=CC(=CC=2[C@H]([C@@H](OC21)C2=CC(=C(OCCN(C)C)C=C2)OC)C)\C=C\C (N-2-[4-(trans-2,3-dihydro-7-methoxy-3-methyl-5-(E)-propenylbenzofurane-2-yl)-2-methoxyphenoxy]ethyl-N,N,-dimethylamine). Solvent: C1(=CC=CC=C1)C (toluene). Conditions: time 6 hour. Procedure: 15 g of trans-2,3-dihydro-2-(4-hydroxy-3-methoxyphenyl)-7-methoxy-3-methyl-5-(E)-propenylbenzofurane("Dehydrodiisoeugenol") are dissolved in 150 ml abs. toluene at 80° . 9.5 g of N,N-dimethyl-2-chloroethylamine-hydrochloride and 15.5 g KOH in solid form are added. After 6 h at 80°, the solution is cooled down and decanted from solid KOH, whereafter the toluene solution is washed with water to remove dissolved KOH. After drying over sodium sulfate, the solution is evaporated in vacuo. The residue... As a reaction SMILES: [OH:1][C:2]1[CH:7]=[CH:6][C:5]([C@H:8]2[C@H:12]([CH3:13])[C:11]3[CH:14]=[C:15](/[CH:20]=[CH:21]/[CH3:22])[CH:16]=[C:17]([O:18][CH3:19])[C:10]=3[O:9]2)=[CH:4][C:3]=1[O:23][CH3:24].Cl.[CH3:26][N:27]([CH2:29][CH2:30]Cl)[CH3:28].[OH-].[K+]>C1(C)C=CC=CC=1>[CH3:19][O:18][C:17]1[C:10]2[O:9][C@@H:8]([C:5]3[CH:6]=[CH:7][C:2]([O:1][CH2:30][CH2:29][N:27]([CH3:28])[CH3:26])=[C:3]([O:23][CH3:24])[CH:4]=3)[C@H:12]([CH3:13])[C:11]=2[CH:14]=[C:15](/[CH:20]=[CH:21]/[CH3:22])[CH:16]=1 |f:1.2,3.4|. The reactants are OC1=C(C=C(C=C1)[C@@H]1OC2=C([C@H]1C)C=C(C=C2OC)\C=C\C)OC (trans-2,3-dihydro-2-(4-hydroxy-3-methoxyphenyl)-7-methoxy-3-methyl-5-(E)-propenylbenzofurane), Cl.CN(C)CCCl (N,N-dimethyl-2-chloroethylamine-hydrochloride), [OH-].[K+] (KOH). The reactants are C1(=CC=CC2=CC=CC=C12)CC(=O)OCC (ethyl 2-(naphthalen-1-yl)acetate), [Li+].C[Si](C)(C)[N-][Si](C)(C)C (LiHMDS), Cl (HCl), C(C)(=O)OC(C)=O (Acetic anhydride). Run in O1CCCC1 (tetrahydrofuran). Run at temperature -78 celsius, time 1 hour. Yields the product C1(=CC=CC2=CC=CC=C12)C(C(=O)OCC)C(C)=O (ethyl 2-(naphthalen-1-yl)-3-oxobutanoate). Reaction SMILES: [C:1]1([CH2:11][C:12]([O:14][CH2:15][CH3:16])=[O:13])[C:10]2[C:5](=[CH:6][CH:7]=[CH:8][CH:9]=2)[CH:4]=[CH:3][CH:2]=1.[Li+].C[Si]([N-][Si](C)(C)C)(C)C.[C:27](OC(=O)C)(=[O:29])[CH3:28].Cl>O1CCCC1>[C:1]1([CH:11]([C:27](=[O:29])[CH3:28])[C:12]([O:14][CH2:15][CH3:16])=[O:13])[C:10]2[C:5](=[CH:6][CH:7]=[CH:8][CH:9]=2)[CH:4]=[CH:3][CH:2]=1 |f:1.2|. Procedure details: To a solution of ethyl 2-(naphthalen-1-yl)acetate (1 g, 4.7 mmol) in tetrahydrofuran (20 mL) at −78° C. was added LiHMDS (1M THF, 9.4 mL, 9.4 mmol) and the reaction mixture stirred at −78° C. for 1 hour. Acetic anhydride was then added (0.54 mL, 5.64 mmol) dropwise and the reaction allowed to warm to room temperature and stirred for 30 minutes. Aqueous HCl solution (1N, 25 mL) was added to the reaction mixture and then extracted with ethyl acetate, dried over sodium sulfate and concentrated to g... The product is C(CC)NC(=O)NC1=CC=CC=C1 (N-propyl-N'-phenylurea). RXN SMILES: [C:1]([C:5]1ON=[C:7]([C:10]([NH2:12])=O)[CH:6]=1)([CH3:4])(C)C.CN.[C:15](N)(=[O:19])CCC.[NH2:21][C:22]1C=CC=[CH:24][CH:23]=1>>[CH2:22]([NH:21][C:15]([NH:12][C:10]1[CH:4]=[CH:1][CH:5]=[CH:6][CH:7]=1)=[O:19])[CH2:23][CH3:24]. Starting materials: C(C)(C)(C)C1=CC(=NO1)C(=O)N (5-t-butyl-3-isoxazolylcarboxamide), NC1=CC=CC=C1 (aniline), CN (methylamine), C(CCC)(=O)N (n-butyramide). The yield is 46.7%. Procedure: The procedures of Example 1 were repeated except that 5-t-butyl-3-isoxazolylcarboxamide and methylamine were replaced with n-butyramide and aniline, respectively, to give N-propyl-N'-phenylurea in 46.70% yield. The reactants are CCOC(=O)c1cc(C(C)C)[nH]n1, Cl, [Na+], C1COCCO1, [OH-]. Yields the product CC(C)c1cc(C(=O)O)n[nH]1. RXN SMILES: [CH2:1]([CH3:2])[O:3][C:4](=[O:5])[c:6]1[n:7][nH:8][c:9]([CH:11]([CH3:12])[CH3:13])[cH:10]1.[ClH:16].[Na+:15].[O:17]1[CH2:18][CH2:19][O:20][CH2:21][CH2:22]1.[OH-:14]>>[O:3]=[C:4]([OH:5])[c:6]1[n:7][nH:8][c:9]([CH:11]([CH3:12])[CH3:13])[cH:10]1. The reactants are NC(=O)N (urea), NC(=O)N (Urea), S(O)(O)(=O)=O (sulfuric acid), Ice, C(=O)C(C(=O)OCC)CC (ethyl 2-formylbutyrate). Conditions: temperature 11.5 celsius, time 30 minute. Product: C(C)C=1C(NC(NC1)=O)=O (5-ethyl uracil). Reaction SMILES: [NH2:1][C:2]([NH2:4])=[O:3].S(=O)(=O)(O)O.[CH:10]([CH:12]([CH2:18][CH3:19])[C:13](OCC)=O)=[O:11]>>[CH2:18]([C:12]1[C:10](=[O:11])[NH:1][C:2](=[O:3])[NH:4][CH:13]=1)[CH3:19]. Procedure details: Urea (19.39 g, 0.32 mol) (J. T. Baker) was added over 20 minutes to fuming sulfuric acid (26–29.5% free SO3, 135 mL, 2.65 mol) (Aldrich) with cooling in an ice water bath maintaining the reaction temperature between 8 to 15° C. After stirring for an additional 30 minutes, ethyl 2-formylbutyrate (46.55 g, 0.32 mol) (from Example 1c, supra) was added over 18 minutes keeping the reaction at the same temperature. After stirring for another 30 minutes, a second portion of urea (15.07 g, 0.25 mol) was... The reactants are C(C)(C)(C)OC(=O)N1C(OC[C@H]1C=O)(C)C ((S)-4-formyl-2,2-dimethyl-oxazolidine-3-carboxylic acid tert-butyl ester), FC(F)(F)[Si](C)(C)C ((trifluoromethyl)trimethylsilane), [F-].C(CCC)[N+](CCCC)(CCCC)CCCC (tetrabutylammonium fluoride). The reagents and catalysts are [F-].C(CCC)[N+](CCCC)(CCCC)CCCC (tetrabutylammonium fluoride). The solvent is C1CCOC1 (THF). Reaction conditions: time 60 hour. The product is CC1(OC[C@H](N1C(=O)OC(C)(C)C)C(C(F)(F)F)O)C ((S)-tert-butyl 2,2-dimethyl-4-(2,2,2-trifluoro-1-hydroxyethyl)oxazolidine-3-carboxylate). Isolated yield 92.7%. Reaction SMILES: [C:1]([O:5][C:6]([N:8]1[C@H:12]([CH:13]=[O:14])[CH2:11][O:10][C:9]1([CH3:16])[CH3:15])=[O:7])([CH3:4])([CH3:3])[CH3:2].[F:17][C:18]([Si](C)(C)C)([F:20])[F:19].[F-].C([N+](CCCC)(CCCC)CCCC)CCC>C1COCC1.[F-].C([N+](CCCC)(CCCC)CCCC)CCC>[CH3:15][C:9]1([CH3:16])[N:8]([C:6]([O:5][C:1]([CH3:4])([CH3:3])[CH3:2])=[O:7])[C@H:12]([CH:13]([OH:14])[C:18]([F:20])([F:19])[F:17])[CH2:11][O:10]1 |f:2.3,5.6|. Reported procedure: To a mixture of (S)-4-formyl-2,2-dimethyl-oxazolidine-3-carboxylic acid tert-butyl ester (1.0 g, 4.36 mmol), (trifluoromethyl)trimethylsilane (2.0 M solution in THF, 2.6 mL, 5.20 mmol) in THF (10 mL) was added tetrabutylammonium fluoride (1.0 M solution in THF, 0.1 mL, 0.10 mmol) at 0° C. After addition, the mixture was stirred at room temperature for 60 h. Then, tetrabutylammonium fluoride (1.0 M solution in THF, 9 mL, 9.0 mmol) was added and the mixture stirred for another 6 h and subsequently...